Dataset: the Open Reaction Database (ORD), a public repository of structured organic reaction records. Task: describe an organic reaction: reactants, conditions, products, and yield The reactants are CN(C=1C=CC=C2C=C(NC12)C=1SC2(CN1)CCN(CC2)CC(=O)OC)S(=O)(=O)C=2SC=CC2 (methyl (2-{7-[methyl(2-thienylsulfonyl)amino]-1H-indol-2-yl}-1-thia-3,8-diazaspiro[4.5]dec-2-en-8-yl)acetate), C[Li].C(C)OCC (methyllithium diethyl ether), [Cl-].[NH4+] (ammonium chloride). The solvent is O1CCCC1 (tetrahydrofuran). Conditions: time 30 minute. Product: OC(CN1CCC2(CN=C(S2)C=2NC3=C(C=CC=C3C2)N(S(=O)(=O)C=2SC=CC2)C)CC1)(C)C (N-{2-[8-(2-hydroxy-2-methylpropyl)-1-thia-3,8-diazaspiro[4.5]dec-2-en-2-yl]-1H-indol-7-yl}-N-methylthiophene-2-sulfonamide). Yield: 44.0%. Reaction SMILES: [CH3:1][N:2]([S:27]([C:30]1[S:31][CH:32]=[CH:33][CH:34]=1)(=[O:29])=[O:28])[C:3]1[CH:4]=[CH:5][CH:6]=[C:7]2[C:11]=1[NH:10][C:9]([C:12]1[S:13][C:14]3([CH2:21][CH2:20][N:19]([CH2:22]C(OC)=O)[CH2:18][CH2:17]3)[CH2:15][N:16]=1)=[CH:8]2.[CH3:35][Li].C([O:39][CH2:40][CH3:41])C.[Cl-].[NH4+]>O1CCCC1>[OH:39][C:40]([CH3:41])([CH3:35])[CH2:22][N:19]1[CH2:20][CH2:21][C:14]2([S:13][C:12]([C:9]3[NH:10][C:11]4[C:7]([CH:8]=3)=[CH:6][CH:5]=[CH:4][C:3]=4[N:2]([CH3:1])[S:27]([C:30]3[S:31][CH:32]=[CH:33][CH:34]=3)(=[O:29])=[O:28])=[N:16][CH2:15]2)[CH2:17][CH2:18]1 |f:1.2,3.4|. Reported procedure: To a solution of methyl (2-{7-[methyl(2-thienylsulfonyl)amino]-1H-indol-2-yl}-1-thia-3,8-diazaspiro[4.5]dec-2-en-8-yl)acetate (211 mg) in tetrahydrofuran (3 mL) was added 1.5M methyllithium-diethyl ether solution (2 mL) at room temperature, and the mixture was stirred for 30 min. Saturated aqueous ammonium chloride solution was added to the reaction mixture, and the mixture was extracted with ethyl acetate. The ethyl acetate layer was washed with saturated brine, dried (MgSO4), and concentrated.... The reactants are [BH3-]C#N, CO, CC=O, Cl, NCc1ccc(NC(=C2C(=O)Nc3ccc([N+](=O)[O-])cc32)c2ccccc2)cc1, [Na+]. The product is CCNCc1ccc(NC(=C2C(=O)Nc3ccc([N+](=O)[O-])cc32)c2ccccc2)cc1. Reaction SMILES: [C:34]([BH3-:35])#[N:36].[CH3:38][OH:39].[CH:31]([CH3:32])=[O:33].[ClH:1].[NH2:2][CH2:3][c:4]1[cH:5][cH:6][c:7]([NH:10][C:11]([c:12]2[cH:13][cH:14][cH:15][cH:16][cH:17]2)=[C:18]2[C:19](=[O:30])[NH:20][c:21]3[cH:22][cH:23][c:24]([N+:27](=[O:28])[O-:29])[cH:25][c:26]32)[cH:8][cH:9]1.[Na+:37]>>[NH:2]([CH2:3][c:4]1[cH:5][cH:6][c:7]([NH:10][C:11]([c:12]2[cH:13][cH:14][cH:15][cH:16][cH:17]2)=[C:18]2[C:19](=[O:30])[NH:20][c:21]3[cH:22][cH:23][c:24]([N+:27](=[O:28])[O-:29])[cH:25][c:26]32)[cH:8][cH:9]1)[CH2:31][CH3:32]. Reactants: [OH-].[Na+] (sodium hydroxide), BrC1=C(C=2C(=NC=CN2)N=C1)C (7-bromo-8-methylpyrido[2,3-b]pyrazine), [BH4-].[Na+] (NaBH4), FC(C(=O)O)(F)F (trifluoroacetic acid). The solvent is C1CCOC1 (THF), O (water). Reaction conditions: time 45 minute. The product is BrC1=C(C2=C(NCCN2)N=C1)C (7-bromo-8-methyl-1,2,3,4-tetrahydropyrido[2,3-b]pyrazine). Isolated yield 56.1%. RXN SMILES: [Br:1][C:2]1[CH:11]=[N:10][C:5]2=[N:6][CH:7]=[CH:8][N:9]=[C:4]2[C:3]=1[CH3:12].[BH4-].[Na+].FC(F)(F)C(O)=O.[OH-].[Na+]>C1COCC1.O>[Br:1][C:2]1[CH:11]=[N:10][C:5]2[NH:6][CH2:7][CH2:8][NH:9][C:4]=2[C:3]=1[CH3:12] |f:1.2,4.5|. Procedure details: 7-bromo-8-methylpyrido[2,3-b]pyrazine (0.21 g) and NaBH4 (0.21 g) in THF (1.4 ml) was treated with trifluoroacetic acid (1.4 ml) at room temperature over a period of 15 min. Stirring continued for additional 45 min then water was added followed by 50% sodium hydroxide. The residue was extracted into CH2Cl2, filtered, dried, and concentrated to furnish the desired product (0.12 g).